Dataset: the Open Reaction Database (ORD), a public repository of structured organic reaction records. Task: describe an organic reaction: reactants, conditions, products, and yield Reactants: O.C1(=CC=C(C=C1)S(=O)(=O)O)C (p-Toluenesulfonic acid hydrate), FC1=CC(=C(N)C=C1[N+](=O)[O-])OC (4-fluoro-2-methoxy-5-nitroaniline), FC1=CC(=C(N)C=C1[N+](=O)[O-])OC (4-fluoro-2-methoxy-5-nitroaniline), ClC1=NC=CC(=N1)C1=CNC2=CC=CC=C12 (3-(2-chloropyrimidin-4-yl)-1H-indole). The solvent is CC(CCC)O (2-pentanol). Reaction conditions: temperature 120 celsius, time 18 hour. Product: FC1=CC(=C(C=C1[N+](=O)[O-])NC1=NC=CC(=N1)C1=CNC2=CC=CC=C12)OC (N-(4-Fluoro-2-methoxy-5-nitrophenyl)-4-(1H-indol-3-yl)pyrimidin-2-amine). Isolated yield 55.2%. Reaction SMILES: O.C1(C)C=CC(S(O)(=O)=O)=CC=1.[F:13][C:14]1[C:20]([N+:21]([O-:23])=[O:22])=[CH:19][C:17]([NH2:18])=[C:16]([O:24][CH3:25])[CH:15]=1.Cl[C:27]1[N:32]=[C:31]([C:33]2[C:41]3[C:36](=[CH:37][CH:38]=[CH:39][CH:40]=3)[NH:35][CH:34]=2)[CH:30]=[CH:29][N:28]=1>CC(O)CCC>[F:13][C:14]1[C:20]([N+:21]([O-:23])=[O:22])=[CH:19][C:17]([NH:18][C:27]2[N:32]=[C:31]([C:33]3[C:41]4[C:36](=[CH:37][CH:38]=[CH:39][CH:40]=4)[NH:35][CH:34]=3)[CH:30]=[CH:29][N:28]=2)=[C:16]([O:24][CH3:25])[CH:15]=1 |f:0.1|. Procedure details: p-Toluenesulfonic acid hydrate (225 mg, 1.18 mmol) was added in one portion to a mixture of 4-fluoro-2-methoxy-5-nitroaniline (Intermediate 23, 200 mg, 1.07 mmol) and 3-(2-chloropyrimidin-4-yl)-1H-indole (247 mg, 1.07 mmol) in 2-pentanol (10 mL). The resulting mixture was then stirred at 120° C. for 18 h. The resulting precipitate was collected by filtration, washed with 2-pentanol (5 mL) and dried in vacuo to give a yellow solid. The solid was triturated with CH3CN to give a solid which was col... The reactants are N1CC(CCC1)C1=CC=C(C=C1)C=1OC2=C(N1)C=CC=C2C(=O)N (2-(4-(Piperidin-3-yl)phenyl)benzo[d]oxazole-7-carboxamide), CN(CC(=O)O)C (2-(dimethylamino)acetic acid), Cl.C(C)N=C=NCCCN(C)C (1-ethyl-3-(3-dimethylaminopropyl)carbodiimide hydrochloride), ON1N=NC2=C1C=CC=C2 (1-hydroxybenzotriazole), C(C)(C)N(CC)C(C)C (diisopropylethylamine). Run in CN(C)C=O (N,N′-dimethylformamide), O (water), C(C)(=O)OCC (ethyl acetate). Run at time 0.5 hour. Yields the product CN(CC(=O)N1CC(CCC1)C1=CC=C(C=C1)C=1OC2=C(N1)C=CC=C2C(=O)N)C (2-(4-(1-(2-(dimethylamino)acetyl)piperidin-3-yl)phenyl)benzo[d]oxazole-7-carboxamide). Yield: 15.2%. As a reaction SMILES: [CH3:1][N:2]([CH3:7])[CH2:3][C:4](O)=[O:5].Cl.C(N=C=NCCCN(C)C)C.ON1C2C=CC=CC=2N=N1.C(N(C(C)C)CC)(C)C.[NH:39]1[CH2:44][CH2:43][CH2:42][CH:41]([C:45]2[CH:50]=[CH:49][C:48]([C:51]3[O:52][C:53]4[C:59]([C:60]([NH2:62])=[O:61])=[CH:58][CH:57]=[CH:56][C:54]=4[N:55]=3)=[CH:47][CH:46]=2)[CH2:40]1>CN(C=O)C.O.C(OCC)(=O)C>[CH3:1][N:2]([CH3:7])[CH2:3][C:4]([N:39]1[CH2:44][CH2:43][CH2:42][CH:41]([C:45]2[CH:50]=[CH:49][C:48]([C:51]3[O:52][C:53]4[C:59]([C:60]([NH2:62])=[O:61])=[CH:58][CH:57]=[CH:56][C:54]=4[N:55]=3)=[CH:47][CH:46]=2)[CH2:40]1)=[O:5] |f:1.2|. Procedure: To a solution of 2-(dimethylamino)acetic acid (648 mg, 2.02 mmol), 1-ethyl-3-(3-dimethylaminopropyl)carbodiimide hydrochloride (186 mg, 0.97 mmol), 1-hydroxybenzotriazole (131 mg, 0.97 mmol) in N,N′-dimethylformamide (50 ml) was added diisopropylethylamine (280 mg). The mixture was stirred at room temperature for 0.5 h. 2-(4-(Piperidin-3-yl)phenyl)benzo[d]oxazole-7-carboxamide (260 mg, 0.81 mmol) was added to the reaction mixture at 0° C. Then the mixture was stirred at room temperature for 4 h.... The reactants are O1COC2=C1C=CC(=C2)C(=O)O (benzo[d][1,3]dioxole-5-carboxylic acid), NN[C@H](CC(C)C)CO ((R)-aminoleucinol). Product: OC[C@@H](CC(C)C)NC(=O)C1=CC2=C(OCO2)C=C1 ((R)—N-(1-hydroxy-4-methylpentan-2-yl)benzo[d][1,3]-dioxole-5-carboxamide). As a reaction SMILES: [O:1]1[C:5]2[CH:6]=[CH:7][C:8]([C:10]([OH:12])=O)=[CH:9][C:4]=2[O:3][CH2:2]1.N[NH:14][C@@H:15]([CH2:20][OH:21])[CH2:16][CH:17]([CH3:19])[CH3:18]>>[OH:21][CH2:20][C@H:15]([NH:14][C:10]([C:8]1[CH:7]=[CH:6][C:5]2[O:1][CH2:2][O:3][C:4]=2[CH:9]=1)=[O:12])[CH2:16][CH:17]([CH3:19])[CH3:18]. Reported procedure: Prepared in a similar manner to example 4 using benzo[d][1,3]dioxole-5-carboxylic acid and (R)-aminoleucinol. MS (M+H, 266.1) The reactants are ClN1C(CCC1=O)=O (N-chlorosuccinimide), ClC1=CC=C(C=C1)NC(=O)NC1=CC(=C(C=C1)O)C=1N(N=CC1)C (1-(4-Chloro-phenyl)-3-[4-hydroxy-3-(2-methyl-2H-pyrazol-3-yl)-phenyl]-urea), [O-]S(=O)(=S)[O-].[Na+].[Na+] (Na2S2O3), C(=O)(O)[O-].[Na+] (NaHCO3). The yield is 58.9%. Run in CN(C)C=O (DMF), O (water). As a reaction SMILES: [Cl:1][C:2]1[CH:7]=[CH:6][C:5]([NH:8][C:9]([NH:11][C:12]2[CH:17]=[CH:16][C:15]([OH:18])=[C:14]([C:19]3[N:20]([CH3:24])[N:21]=[CH:22][CH:23]=3)[CH:13]=2)=[O:10])=[CH:4][CH:3]=1.[Cl:25]N1C(=O)CCC1=O.[O-]S([O-])(=S)=O.[Na+].[Na+].C([O-])(O)=O.[Na+]>CN(C=O)C.O>[Cl:25][C:23]1[CH:22]=[N:21][N:20]([CH3:24])[C:19]=1[C:14]1[CH:13]=[C:12]([NH:11][C:9]([NH:8][C:5]2[CH:4]=[CH:3][C:2]([Cl:1])=[CH:7][CH:6]=2)=[O:10])[CH:17]=[CH:16][C:15]=1[OH:18] |f:2.3.4,5.6|. Procedure: To a stirred and cooled solution of Compound 119 (0.22 g, 0.63 mmol), in DMF (2.0 mL) was added N-chlorosuccinimide (0.168, 1.26 mmol). The reaction was stirred until the LCMS showed no starting material (2.5 hrs). The reaction mixture was poured into ice cooled water containing Na2S2O3 and NaHCO3 and the resulting solid was filtered, washed with ice-cooled water and dried in vacuo to afford a off-white solid 1-[3-(4-Chloro-2-methyl-2H-pyrazol-3-yl)-4-hydroxy-phenyl]-3-(4-chloro-phenyl)-urea (0.... Product: ClC1=C(N(N=C1)C)C=1C=C(C=CC1O)NC(=O)NC1=CC=C(C=C1)Cl (1-[3-(4-Chloro-2-methyl-2H-pyrazol-3-yl)-4-hydroxy-phenyl]-3-(4-chloro-phenyl)-urea). Reactants: FC=1C=CC=2NC(=NC2C1)C. The reagents and catalysts are O1B(OC(C)(C)C1(C)C)B2OC(C)(C)C(O2)(C)C, N=1C=C(C(=C2C=CC3=C(N=CC(=C3C)C)C12)C)C, C[OH2+].C[OH2+].C1CC=CCCC=C1.C1CC=CCCC=C1.[Ir].[Ir]. Run in O1CCCC1. Reaction conditions: temperature 80 celsius, time 48 hour. The product is FC1=CC=2N=C(NC2C=C1B3OC(C)(C)C(O3)(C)C)C. Yield: 77.0%. The reactants are ClC1=NC(=C2N=CN(C2=N1)C1CCCC1)Cl (2,6-dichloro-9-cyclopentylpurine), OCCNN (2-hydroxyethylhydrazine). Run in C(C)N(CC)CC (triethylamine). The product is ClC1=NC(=C2N=CN(C2=N1)C1CCCC1)NNCCO (2-Chloro-6-[2-hydroxyethylhydrazino]-9-cyclopentylpurine). Reaction SMILES: [Cl:1][C:2]1[N:10]=[C:9]2[C:5]([N:6]=[CH:7][N:8]2[CH:11]2[CH2:15][CH2:14][CH2:13][CH2:12]2)=[C:4](Cl)[N:3]=1.[OH:17][CH2:18][CH2:19][NH:20][NH2:21]>C(N(CC)CC)C>[Cl:1][C:2]1[N:10]=[C:9]2[C:5]([N:6]=[CH:7][N:8]2[CH:11]2[CH2:15][CH2:14][CH2:13][CH2:12]2)=[C:4]([NH:21][NH:20][CH2:19][CH2:18][OH:17])[N:3]=1. Reported procedure: 2-Chloro-6-[2-hydroxyethylhydrazino]-9-cyclopentylpurine is prepared from 2,6-dichloro-9-cyclopentylpurine, 2-hydroxyethylhydrazine, and triethylamine essentially as described above in Example 1, Scheme A, step b.